The task is: describe an organic reaction: reactants, conditions, products, and yield. This data is from the Open Reaction Database (ORD), a public repository of structured organic reaction records. Reactants: CCCCc1ccc(O)cc1, CC(=O)Cl, ClCCl, c1ccncc1. Yields the product CCCCc1ccc(OC(C)=O)cc1. As a reaction SMILES: [CH2:1]([CH2:2][CH2:3][CH3:4])[c:5]1[cH:6][cH:7][c:8]([OH:11])[cH:9][cH:10]1.[CH3:18][C:19]([Cl:20])=[O:21].[Cl:22][CH2:23][Cl:24].[cH:12]1[cH:13][cH:14][n:15][cH:16][cH:17]1>>[CH2:1]([CH2:2][CH2:3][CH3:4])[c:5]1[cH:6][cH:7][c:8]([O:11][C:19]([CH3:18])=[O:21])[cH:9][cH:10]1. RXN SMILES: [BH3:25].[CH3:1][CH:2]([CH3:3])[S:4](=[O:5])(=[O:6])[NH:7][CH2:8][CH:9]([CH3:10])[CH:11]1[CH2:12][CH:13]=[C:14]([c:17]2[s:18][cH:19][cH:20][cH:21]2)[CH2:15][CH2:16]1.[CH3:22][S:23][CH3:24].[O:26]1[CH2:27][CH2:28][CH2:29][CH2:30]1>>[CH3:1][CH:2]([CH3:3])[S:4](=[O:5])(=[O:6])[NH:7][CH2:8][CH:9]([CH3:10])[CH:11]1[CH2:12][CH:13]([OH:26])[CH:14]([c:17]2[s:18][cH:19][cH:20][cH:21]2)[CH2:15][CH2:16]1. Reactants: B, CC(CNS(=O)(=O)C(C)C)C1CC=C(c2cccs2)CC1, CSC, C1CCOC1. Product: CC(CNS(=O)(=O)C(C)C)C1CCC(c2cccs2)C(O)C1. Starting materials: COC(=O)c1ccc(=O)[nH]c1Nc1ccc(Br)cc1F, CO, CCOC(C)=O, Cl, [Na+], [OH-], O. The product is O=C(O)c1ccc(=O)[nH]c1Nc1ccc(Br)cc1F. RXN SMILES: [CH3:1][O:2][C:3](=[O:4])[c:5]1[c:6]([NH:12][c:13]2[c:14]([F:20])[cH:15][c:16]([Br:19])[cH:17][cH:18]2)[nH:7][c:8](=[O:11])[cH:9][cH:10]1.[CH3:24][OH:25].[CH3:27][CH2:28][O:29][C:30]([CH3:31])=[O:32].[ClH:23].[Na+:22].[OH-:21].[OH2:26]>>[O:2]=[C:3]([OH:4])[c:5]1[c:6]([NH:12][c:13]2[c:14]([F:20])[cH:15][c:16]([Br:19])[cH:17][cH:18]2)[nH:7][c:8](=[O:11])[cH:9][cH:10]1. Procedure: (5S)-5-Methyl-5-({[4-[(trimethylsilyl)ethynyl]-3,6-dihydropyridin-1(2H) -yl]sulfonyl}methyl)imidazolidine-2,4-dione (2.27 g, 6.0 mmol) and potassium fluoride (1.07 g, 18.4 mmol) were stirred overnight at room temperature in methanol (50 mL). The solvent was evaporated off, the residue dissolved in EtOAc, washed with water followed by brine, dried (sodium sulphate) and evaporated. The residue was purified by column chromatography eluting with iso-hexane/EtOAc 1:1 to give a solid product (1.81 g). Yields the product C(#C)C=1CCN(CC1)S(=O)(=O)C[C@@]1(C(NC(N1)=O)=O)C ((5S)-5-{[(4-Ethynyl-3,6-dihydropyridin-1(2H) -yl)sulfonyl]methyl}-5-methylimidazolidine-2,4-dione). The reactants are C[C@]1(C(NC(N1)=O)=O)CS(=O)(=O)N1CCC(=CC1)C#C[Si](C)(C)C ((5S)-5-Methyl-5-({[4-[(trimethylsilyl)ethynyl]-3,6-dihydropyridin-1(2H) -yl]sulfonyl}methyl)imidazolidine-2,4-dione), [F-].[K+] (potassium fluoride). The solvent is CO (methanol). RXN SMILES: [CH3:1][C@:2]1([CH2:9][S:10]([N:13]2[CH2:18][CH:17]=[C:16]([C:19]#[C:20][Si](C)(C)C)[CH2:15][CH2:14]2)(=[O:12])=[O:11])[NH:6][C:5](=[O:7])[NH:4][C:3]1=[O:8].[F-].[K+]>CO>[C:19]([C:16]1[CH2:17][CH2:18][N:13]([S:10]([CH2:9][C@@:2]2([CH3:1])[NH:6][C:5](=[O:7])[NH:4][C:3]2=[O:8])(=[O:12])=[O:11])[CH2:14][CH:15]=1)#[CH:20] |f:1.2|. The yield is 101.5%. Starting materials: N[C@@H]1CC[C@H](CC1)N (trans-1,4-diaminocyclohexane), ClC1=NC(=C2N=CN(C2=N1)C1CCCC1)NC1=CC=C(C=C1)S(=O)(=O)N (4-[(2-chloro-9-cyclopentyl-9H-purin-6-yl)-amino]-benzenesulphonamide). Run at time 3 hour. Product: Cl.Cl.N[C@@H]1CC[C@H](CC1)NC1=NC(=C2N=CN(C2=N1)C1CCCC1)NC1=CC=C(C=C1)S(=O)(=O)N (trans-4-[[2-[(4-amino-cyclohexyl)-amino]-9-cyclopentyl-9H-purin-6-yl]-amino]-benzenesulphonamide dihydrochloride). Reaction SMILES: [NH2:1][C@H:2]1[CH2:7][CH2:6][C@H:5]([NH2:8])[CH2:4][CH2:3]1.[Cl:9][C:10]1[N:18]=[C:17]2[C:13]([N:14]=[CH:15][N:16]2[CH:19]2[CH2:23][CH2:22][CH2:21][CH2:20]2)=[C:12]([NH:24][C:25]2[CH:30]=[CH:29][C:28]([S:31]([NH2:34])(=[O:33])=[O:32])=[CH:27][CH:26]=2)[N:11]=1>>[ClH:9].[ClH:9].[NH2:1][C@H:2]1[CH2:7][CH2:6][C@H:5]([NH:8][C:10]2[N:18]=[C:17]3[C:13]([N:14]=[CH:15][N:16]3[CH:19]3[CH2:20][CH2:21][CH2:22][CH2:23]3)=[C:12]([NH:24][C:25]3[CH:30]=[CH:29][C:28]([S:31]([NH2:34])(=[O:33])=[O:32])=[CH:27][CH:26]=3)[N:11]=2)[CH2:4][CH2:3]1 |f:2.3.4|. Reported procedure: 400 mg of trans-1,4-diaminocyclohexane is taken to approximately 150° C. then 275 mg of the product obtained in Stage 1 above is added, the reaction medium is left under agitation for 3 hours then left to return to ambient temperature, followed by evaporating the solvents, and chromatography on silica (eluent: MeOH/NH4OH 98/2). The residue is taken up in an ethanolic solution of hydrochloric acid, followed by evaporating the solvents, impasting in ether, separating, drying under reduced pressure... Starting materials: FC1=C(C=CC(=C1)O)C=1C=C(C2=C(N1)N(N=C2C)C2OCCCC2)C(=O)O (6-(2-fluoro-4-Hydroxy-phenyl)-3-methyl-1-(tetrahydro-pyran-2-yl)-1H-pyrazolo[3,4-b]pyridine-4-carboxylic acid), F[B-](F)(F)F.BrC1=[N+](C=CC=C1)CC (2-bromo-1-ethylpyridinium tetrafluoroborate), C(=O)(OC(C)(C)C)N1CC(NCC1)(C)C (1-Boc-3,3-dimethylpiperazine). The solvent is ClCCl (dichloromethane), C(C)(C)N(C(C)C)CC (N,N-diisopropylethylamine). Conditions: time 30 minute. Product: C(C)(C)(C)OC(=O)N1CC(N(CC1)C(=O)C=1C2=C(N=C(C1)C1=C(C=C(C=C1)O)F)N(N=C2C)C2OCCCC2)(C)C (4-[6-(2-Fluoro-4-Hydroxy-phenyl)-3-methyl-1-(tetrahydro-pyran-2-yl)-1H-pyrazolo[3,4-b]pyridine-4-carbonyl]-3,3-dimethyl-piperazine-1-carboxylic acid tert-butyl ester). The yield is 57.6%. Reaction SMILES: [F:1][C:2]1[CH:7]=[C:6]([OH:8])[CH:5]=[CH:4][C:3]=1[C:9]1[CH:10]=[C:11]([C:25](O)=[O:26])[C:12]2[C:17]([CH3:18])=[N:16][N:15]([CH:19]3[CH2:24][CH2:23][CH2:22][CH2:21][O:20]3)[C:13]=2[N:14]=1.F[B-](F)(F)F.BrC1C=CC=C[N+]=1CC.[C:42]([N:49]1[CH2:54][CH2:53][NH:52][C:51]([CH3:56])([CH3:55])[CH2:50]1)([O:44][C:45]([CH3:48])([CH3:47])[CH3:46])=[O:43]>ClCCl.C(N(CC)C(C)C)(C)C>[C:45]([O:44][C:42]([N:49]1[CH2:54][CH2:53][N:52]([C:25]([C:11]2[C:12]3[C:17]([CH3:18])=[N:16][N:15]([CH:19]4[CH2:24][CH2:23][CH2:22][CH2:21][O:20]4)[C:13]=3[N:14]=[C:9]([C:3]3[CH:4]=[CH:5][C:6]([OH:8])=[CH:7][C:2]=3[F:1])[CH:10]=2)=[O:26])[C:51]([CH3:56])([CH3:55])[CH2:50]1)=[O:43])([CH3:48])([CH3:46])[CH3:47] |f:1.2|. Procedure: To a suspension of 6-(2-fluoro-4-Hydroxy-phenyl)-3-methyl-1-(tetrahydro-pyran-2-yl)-1H-pyrazolo[3,4-b]pyridine-4-carboxylic acid (150 mg) in dry dichloromethane (3 mL), N,N-diisopropylethylamine (70 μL), 2-bromo-1-ethylpyridinium tetrafluoroborate (221 mg) and 1-Boc-3,3-dimethylpiperazine (87 mg) were added. The solution was stirred for 30 min. Upon complete conversion, the solution is evaporated in vacuo and 3 mL of 30% sodium methoxide in methanol were added. The mixture was stirred for 30 min...